Dataset: the Open Reaction Database (ORD), a public repository of structured organic reaction records. Task: describe an organic reaction: reactants, conditions, products, and yield Reactants: NCC(C)O (1-aminopropan-2-ol), ClC1=CC=C(C=C1)CCCl (1-Chloro-4-(2-chloroethyl)benzene), ClC1=CC=C(C=C1)CCCl (1-chloro-4-(2-chloroethyl)benzene), [OH-].[Na+] (NaOH), O (water). Reaction conditions: temperature 120 celsius. Yields the product ClC1=CC=C(CCNCC(C)O)C=C1 (1-(4-Chlorophenethylamino)propan-2-ol). RXN SMILES: [NH2:1][CH2:2][CH:3]([OH:5])[CH3:4].[OH-].[Na+].O.[Cl:9][C:10]1[CH:15]=[CH:14][C:13]([CH2:16][CH2:17]Cl)=[CH:12][CH:11]=1>>[Cl:9][C:10]1[CH:15]=[CH:14][C:13]([CH2:16][CH2:17][NH:1][CH2:2][CH:3]([OH:5])[CH3:4])=[CH:12][CH:11]=1 |f:1.2|. Reported procedure: In a 500-mL round-bottom flask equipped with magnetic stirring, a thermocouple, a condenser, and a nitrogen bubbler vented to a caustic scrubber, 1-aminopropan-2-ol (60.2 g, 802 mmol) was heated to 120° C. The solution of 1-chloro-4-(2-chloroethyl)benzene in toluene prepared in Step A was added dropwise over 70 min at 114° C. to 120° C. and upon completion of the addition, the mixture was stirred at reflux for a further 2 h and then allowed to cool to 72° C. Aqueous NaOH (50%, 12.83 g, 160 mmol)...